From a dataset of the Open Reaction Database (ORD), a public repository of structured organic reaction records. describe an organic reaction: reactants, conditions, products, and yield Reactants: NC1=NC=C2N=CN(C2=N1)CCBr (2-amino-9-(2-bromoethyl)purine), C(C)C(C(=O)[O-])(C(=O)[O-])CC (diethylmalonate), C([O-])([O-])=O.[K+].[K+] (potassium carbonate), [BH4-].[Na+] (sodium borohydride), Cl (hydrochloric acid). Run in O (water), CS(=O)C (dimethylsulfoxide), CO (methanol). Run at temperature 45 celsius, time 4 hour. Yields the product NC1=NC=C2N=CN(C2=N1)CCC(CO)CO (2-amino-9-[4-hydroxy-3-(hydroxymethyl)but-1-yl]purine). Yield: 55.0%. Reaction SMILES: [NH2:1][C:2]1[N:10]=[C:9]2[C:5]([N:6]=[CH:7][N:8]2[CH2:11][CH2:12]Br)=[CH:4][N:3]=1.C([C:16](CC)([C:20]([O-])=[O:21])[C:17]([O-])=[O:18])C.C(=O)([O-])[O-].[K+].[K+].[BH4-].[Na+].Cl>CS(C)=O.CO.O>[NH2:1][C:2]1[N:10]=[C:9]2[C:5]([N:6]=[CH:7][N:8]2[CH2:11][CH2:12][CH:16]([CH2:20][OH:21])[CH2:17][OH:18])=[CH:4][N:3]=1 |f:2.3.4,5.6|. Reported procedure: 24.21 g (0.1 mole) of 2-amino-9-(2-bromoethyl)purine was completely dissolved in 120 ml of dimethylsulfoxide, to which 48.05 g (0.3 mole) of diethylmalonate and 41.46 g (03 mole) of potassium carbonate were then added. The mixture was stirred at a temperature of 40-50° C. for 4 hours. After completion of the reaction, the reaction product was cooled to room temperature, to which 300 ml of water was then added. The solution was then extracted three times with 400 ml portions of dichloromethane. T...